Task: describe an organic reaction: reactants, conditions, products, and yield. Dataset: the Open Reaction Database (ORD), a public repository of structured organic reaction records Starting materials: C(=O)[O-].[NH4+] (ammonium formate), CC1=C(N)C=CC(=C1)C (2,4-dimethylaniline), C(C(C)C)=O (isobutyraldehyde). Reagents/catalysts: [Pd] (palladium on carbon). Run in C(C)(C)O (isopropanol), C(C)(C)O (isopropanol). Run at time 1 hour. Yields the product CC1=C(C=CC(=C1)C)NCC(C)C ((2,4-dimethylphenyl)(2-methylpropyl)amine). The yield is 84.6%. RXN SMILES: C([O-])=O.[NH4+].[CH3:5][C:6]1[CH:12]=[C:11]([CH3:13])[CH:10]=[CH:9][C:7]=1[NH2:8].[CH:14](=O)[CH:15]([CH3:17])[CH3:16]>C(O)(C)C.[Pd]>[CH3:5][C:6]1[CH:12]=[C:11]([CH3:13])[CH:10]=[CH:9][C:7]=1[NH:8][CH2:14][CH:15]([CH3:17])[CH3:16] |f:0.1|. Procedure details: An aqueous solution of ammonium formate (3.15 g, 50.0 mmol, 10 mL) was diluted with isopropanol (80 mL) and added to palladium on carbon 10% wet (1.064 g, 10.00 mmol) under nitrogen. A solution of 2,4-dimethylaniline (1.212 g, 10 mmol) and isobutyraldehyde (1.004 mL, 11.00 mmol) in isopropanol (3 mL) was added and the mixture was stirred for 1 h. The mixture was filtered through celite, the celite cake washed with isopropanol and combined liquid phases concentrated in vacuo. The residue (1.8 g) ... The product is C(C)N1C2=C(OCC1=O)N=C(C(=C2)C2=CC=CC=C2)C2=CC=C(C=C2)C2(CCC2)NC(OC(C)(C)C)=O (tert-butyl 1-(4-(1-ethyl-2-oxo-7-phenyl-2,3-dihydro-1H-pyrido[2,3-b][1,4]oxazin-6-yl)phenyl)cyclobutylcarbamate). Isolated yield 13.2%. Reactants: [H-].[Na+] (sodium hydride), oil, ICC (Iodoethane), [H-].[Na+] (Sodium hydride), oil, ICC (iodoethane), O=C1NC2=C(OC1)N=C(C(=C2)C2=CC=CC=C2)C2=CC=C(C=C2)C2(CCC2)NC(OC(C)(C)C)=O (tert-butyl 1-(4-(2-oxo-7-phenyl-2,3-dihydro-1H-pyrido[2,3-b][1,4]oxazin-6-yl)phenyl)cyclobutylcarbamate). Run at temperature 0 celsius, time 15 minute. Reaction SMILES: [O:1]=[C:2]1[CH2:7][O:6][C:5]2[N:8]=[C:9]([C:18]3[CH:23]=[CH:22][C:21]([C:24]4([NH:28][C:29](=[O:35])[O:30][C:31]([CH3:34])([CH3:33])[CH3:32])[CH2:27][CH2:26][CH2:25]4)=[CH:20][CH:19]=3)[C:10]([C:12]3[CH:17]=[CH:16][CH:15]=[CH:14][CH:13]=3)=[CH:11][C:4]=2[NH:3]1.[H-].[Na+].I[CH2:39][CH3:40]>CN(C)C=O>[CH2:39]([N:3]1[C:2](=[O:1])[CH2:7][O:6][C:5]2[N:8]=[C:9]([C:18]3[CH:23]=[CH:22][C:21]([C:24]4([NH:28][C:29](=[O:35])[O:30][C:31]([CH3:32])([CH3:34])[CH3:33])[CH2:25][CH2:26][CH2:27]4)=[CH:20][CH:19]=3)[C:10]([C:12]3[CH:13]=[CH:14][CH:15]=[CH:16][CH:17]=3)=[CH:11][C:4]1=2)[CH3:40] |f:1.2|. Reported procedure: In a 15 mL reaction tube was added tert-butyl 1-(4-(2-oxo-7-phenyl-2,3-dihydro-1H-pyrido[2,3-b][1,4]oxazin-6-yl)phenyl)cyclobutylcarbamate (50 mg, 0.106 mmol) in anhydrous N,N-dimethylformamide (1 mL) to give a yellow solution, then cooled to 0° C. under a nitrogen atmosphere. Sodium hydride, 60% in oil (10 mg, 0.254 mmol) was added and the mixture stirred at 0° C. for 15 minutes. Iodoethane (10 μl, 0.127 mmol) was added and the mixture stirred at 0° C. for 30 minutes, allowed to warm to room te... The solvent is CN(C=O)C (N,N-dimethylformamide). Starting materials: 3-Methyl magnesium bromid, C1CCOC1 (THF), COC1=C(C=CC=C1)C(C1(OC1)C(F)(F)F)C1=CC=CC=2C(=CC=CC12)N ({[2-methoxyphenyl][2-(trifluoromethyl)oxiranyl]methyl}naphthalene-5-amine), C1CCOC1 (THF), [Cl-].[NH4+] (ammonium chloride). Reagents/catalysts: [Cu]I (copper(I)iodide). The solvent is C(C)OCC (diethyl ether). Run at temperature -10 celsius, time 30 minute. The product is COC1=C(C=CC=C1)C(C1(OC1)C(F)(F)F)C1=C(C2=CC=CC=C2C=C1)N ({[2-Methoxyphenyl][2-(trifluoromethyl)oxiranyl]methyl}naphthalene-1-amine). RXN SMILES: [CH3:1][O:2][C:3]1[CH:8]=[CH:7][CH:6]=[CH:5][C:4]=1[CH:9](C1C2C=CC=C(N)C=2C=CC=1)[C:10]1([C:13]([F:16])([F:15])[F:14])[CH2:12][O:11]1.[Cl-].[NH4+:29].[CH2:30]1[CH2:34]O[CH2:32][CH2:31]1>C(OCC)C.[Cu]I>[CH3:1][O:2][C:3]1[CH:8]=[CH:7][CH:6]=[CH:5][C:4]=1[CH:9]([C:30]1[CH:34]=[CH:6][C:5]2[C:32](=[CH:7][CH:8]=[CH:3][CH:4]=2)[C:31]=1[NH2:29])[C:10]1([C:13]([F:16])([F:14])[F:15])[CH2:12][O:11]1 |f:1.2|. Procedure: To 30 mg (0.16 mmol) copper(I)iodide in 2 ml THF at −30° C. are added 0.71 ml of a 3-Methyl magnesium bromid in diethyl ether. After 30 minutes at −30° C. 200 mg (0.54 mmol) {[2-methoxyphenyl][2-(trifluoromethyl)oxiranyl]methyl}naphthalene-5-amine in 0.5 ml THF are added. The reaction mixture is stirred for 2 hours while warmed to −10° C. and then poured into a saturated ammonium chloride solution. Phases are separated and the aqueous layer is extracted twice with ethyl acetate. The combined org... Reactants: solution, [F-].C(CCC)[N+](CCCC)(CCCC)CCCC (tetrabutylammonium fluoride), ClC1=C(C(=CC(=C1)C=O)Cl)C1=CC=C(C=C1)O[Si](C1=CC=CC=C1)(C1=CC=CC=C1)C(C)(C)C (2,6-dichloro-4'-[[(1,1-dimethylethyl)diphenyl- silyl]oxy]-(1,1'-biphenyl)-4-carboxaldehyde). Run in O1CCCC1 (tetrahydrofuran). Run at time 30 minute. The product is ClC1=C(C(=CC(=C1)C=O)Cl)C1=CC=C(C=C1)O (2,6-dichloro-4'-hydroxy-(1,1'-biphenyl)-4-carboxaldehyde). As a reaction SMILES: [F-].C([N+](CCCC)(CCCC)CCCC)CCC.[Cl:19][C:20]1[CH:25]=[C:24]([CH:26]=[O:27])[CH:23]=[C:22]([Cl:28])[C:21]=1[C:29]1[CH:34]=[CH:33][C:32]([O:35][Si](C(C)(C)C)(C2C=CC=CC=2)C2C=CC=CC=2)=[CH:31][CH:30]=1>O1CCCC1>[Cl:19][C:20]1[CH:25]=[C:24]([CH:26]=[O:27])[CH:23]=[C:22]([Cl:28])[C:21]=1[C:29]1[CH:34]=[CH:33][C:32]([OH:35])=[CH:31][CH:30]=1 |f:0.1|. Procedure: 2 ml of a 1M solution of tetrabutylammonium fluoride were added under an inert gas atmosphere to a solution of 1.5 g of the dichlorinated product of Stage C in 5 ml of tetrahydrofuran and the mixture was stirred at ambient temperature for 30 minutes to obtain the desired product. The reactants are C(C=C)OC=1C=C2C=CN(C2=CC1)C1=CC=C(C=C1)Cl (5-allyloxy-N-(4-chlorophenyl)indole), ClC1=C(C=CC=C1)Cl (1,2-dichlorobenzene). Yields the product C(C=C)C1=C2C=CN(C2=CC=C1O)C1=CC=C(C=C1)Cl (4-allyl-5-hydroxy-N-(4-chlorophenyl)indole). As a reaction SMILES: C([O:4][C:5]1[CH:6]=[C:7]2[C:11](=[CH:12][CH:13]=1)[N:10]([C:14]1[CH:19]=[CH:18][C:17]([Cl:20])=[CH:16][CH:15]=1)[CH:9]=[CH:8]2)C=C.Cl[C:22]1[CH:27]=CC=C[C:23]=1Cl>>[CH2:27]([C:6]1[C:5]([OH:4])=[CH:13][CH:12]=[C:11]2[C:7]=1[CH:8]=[CH:9][N:10]2[C:14]1[CH:15]=[CH:16][C:17]([Cl:20])=[CH:18][CH:19]=1)[CH:22]=[CH2:23]. Procedure details: 5-allyloxy-N-(4-chlorophenyl)indole (Step B; 1.4 g, 4.93 mmol) was refluxed in 20 mL 1,2-dichlorobenzene for 4 hours. The reaction mixture was cooled and immediately purified by flash chromatography on silica gel (gradient elution: hexane then 10% ethyl acetate/hexane) to provide the title compound.